Task: describe an organic reaction: reactants, conditions, products, and yield. Dataset: the Open Reaction Database (ORD), a public repository of structured organic reaction records Reactants: C(C)(C)(C)OC(NC1=C(C=C(C=C1)OC(F)(F)F)NC(CC(C1=CC(=CC=C1)C=1C=NC=CC1)=O)=O)=O ({2-[3-oxo-3-(3-pyridin-3-yl-phenyl)-propionylamino]-4-trifluoromethoxy-phenyl}-carbamic acid tert-butyl ester), C(=O)(C(F)(F)F)O (TFA). Run in C(Cl)Cl (CH2Cl2). Yields the product N1=CC(=CC=C1)C=1C=C(C=CC1)C1=NC2=C(NC(C1)=O)C=C(C=C2)OC(F)(F)F (4-(3-Pyridin-3-yl-phenyl)-8-trifluoromethoxy-1,3-dihydro-benzo[b][1,4]diazepin-2-one), solid. Yield: 75.0%. Reaction SMILES: C(OC(=O)[NH:7][C:8]1[CH:13]=[CH:12][C:11]([O:14][C:15]([F:18])([F:17])[F:16])=[CH:10][C:9]=1[NH:19][C:20](=[O:36])[CH2:21][C:22](=O)[C:23]1[CH:28]=[CH:27][CH:26]=[C:25]([C:29]2[CH:30]=[N:31][CH:32]=[CH:33][CH:34]=2)[CH:24]=1)(C)(C)C.C(O)(C(F)(F)F)=O>C(Cl)Cl>[N:31]1[CH:32]=[CH:33][CH:34]=[C:29]([C:25]2[CH:24]=[C:23]([C:22]3[CH2:21][C:20](=[O:36])[NH:19][C:9]4[CH:10]=[C:11]([O:14][C:15]([F:18])([F:17])[F:16])[CH:12]=[CH:13][C:8]=4[N:7]=3)[CH:28]=[CH:27][CH:26]=2)[CH:30]=1. Procedure details: The title compound was prepared from {2-[3-oxo-3-(3-pyridin-3-yl-phenyl)-propionylamino]-4-trifluoromethoxy-phenyl}-carbamic acid tert-butyl ester (Example M167) (238 mg, 0.46 mmol) by treatment with TFA in CH2Cl2 according to the general procedure N. Obtained as an off-white solid (137 mg, 75%). Reactants: C(C)OC(=O)C=1C(=C2C(=C(N1)C#N)N(C=C2)C2=CC=C(C=C2)OC)OC(C)=O (4-acetoxy-7-cyano-1-(4-methoxy-phenyl)-1H-pyrrolo[2,3-c]pyridine-5-carboxylic acid ethyl ester), C1CC(=O)N(C1=O)Cl (NCS). Run in CC#N (MeCN). Yields the product C(C)OC(=O)C=1C(=C2C(=C(N1)C#N)N(C=C2Cl)C2=CC=C(C=C2)OC)OC(C)=O (4-Acetoxy-3-chloro-7-cyano-1-(4-methoxy-phenyl)-1H-pyrrolo[2,3-c]pyridine-5-carboxylic acid ethyl ester). Reaction SMILES: [CH2:1]([O:3][C:4]([C:6]1[C:7]([O:25][C:26](=[O:28])[CH3:27])=[C:8]2[CH:16]=[CH:15][N:14]([C:17]3[CH:22]=[CH:21][C:20]([O:23][CH3:24])=[CH:19][CH:18]=3)[C:9]2=[C:10]([C:12]#[N:13])[N:11]=1)=[O:5])[CH3:2].C1C(=O)N([Cl:36])C(=O)C1>CC#N>[CH2:1]([O:3][C:4]([C:6]1[C:7]([O:25][C:26](=[O:28])[CH3:27])=[C:8]2[C:16]([Cl:36])=[CH:15][N:14]([C:17]3[CH:22]=[CH:21][C:20]([O:23][CH3:24])=[CH:19][CH:18]=3)[C:9]2=[C:10]([C:12]#[N:13])[N:11]=1)=[O:5])[CH3:2]. Reported procedure: Prepared in analogy to that of Example 124(b) from 4-acetoxy-7-cyano-1-(4-methoxy-phenyl)-1H-pyrrolo[2,3-c]pyridine-5-carboxylic acid ethyl ester and NCS in MeCN. The title compound, ESI MS (m/z): 414 (M+H)+. Starting materials: Cl.NCCC(=O)OC(C)(C)C (tert-butyl 3-aminopropionate hydrochloride), C(C)(C)N(CC)C(C)C (diisopropylethylamine), ClCCl (dichloromethane), ClC=1OC=2C(N1)=C(C(=C(C2F)C2=CC=CC=C2)C)C#N (2-chloro-7-fluoro-5-methyl-6-phenyl-1,3-benzoxazole-4-cabonitrile). Solvent: C(C)(=O)OCC (ethyl acetate). Run at time 1 hour. Yields the product C(#N)C1=C(C(=C(C2=C1N=C(O2)NCCC(=O)OC(C)(C)C)F)C2=CC=CC=C2)C (tert-Butyl N-(4-cyano-7-fluoro-5-methyl-6-phenyl-1,3-benzoxazol-2-yl)-β-alaninate). Isolated yield 96.8%. As a reaction SMILES: Cl.[NH2:2][CH2:3][CH2:4][C:5]([O:7][C:8]([CH3:11])([CH3:10])[CH3:9])=[O:6].C(N(C(C)C)CC)(C)C.ClCCl.Cl[C:25]1[O:26][C:27]2[C:28](=[C:30]([C:42]#[N:43])[C:31]([CH3:41])=[C:32]([C:35]3[CH:40]=[CH:39][CH:38]=[CH:37][CH:36]=3)[C:33]=2[F:34])[N:29]=1>C(OCC)(=O)C>[C:42]([C:30]1[C:28]2[N:29]=[C:25]([NH:2][CH2:3][CH2:4][C:5]([O:7][C:8]([CH3:11])([CH3:10])[CH3:9])=[O:6])[O:26][C:27]=2[C:33]([F:34])=[C:32]([C:35]2[CH:36]=[CH:37][CH:38]=[CH:39][CH:40]=2)[C:31]=1[CH3:41])#[N:43] |f:0.1|. Reported procedure: With cooling with ice, tert-butyl 3-aminopropionate hydrochloride (230 mg, 1.26 mmol) and diisopropylethylamine (430 μl, 2.53 mmol) were added to a dichloromethane (10 ml) solution of 2-chloro-7-fluoro-5-methyl-6-phenyl-1,3-benzoxazole-4-cabonitrile (I-130) (302 mg, 1.05 mmol), followed by stirring at room temperature for 1 hour. The reaction liquid was cooled to room temperature, then ethyl acetate was added, and followed by washing with saturated brine. After drying over anhydrous sodium sulfa... Solvent: C(Cl)Cl (DCM). The product is CC([C@@H](C(=O)NC)NC(=O)C=1N=C(N2C1CN(CCC2)S(=O)(=O)CC)C2=CC=CC=C2)(C)C ((S)-N-(3,3-dimethyl-1-(methylamino)-1-oxobutan-2-yl)-8-(ethylsulfonyl)-3-phenyl-6,7,8,9-tetrahydro-5H-imidazo[1,5-a][1,4]diazepine-1-carboxamide). The reactants are CC([C@@H](C(=O)NC)NC(=O)C=1N=C(N2C1CNCCC2)C2=CC=CC=C2)(C)C ((S)-N-(3,3-dimethyl-1-(methylamino)-1-oxobutan-2-yl)-3-phenyl-6,7,8,9-tetrahydro-5H-imidazo[1,5-a][1,4]diazepine-1-carboxamide), TEA, C(C)S(=O)(=O)Cl (ethanesulfonyl chloride). Reaction conditions: time 1 hour. RXN SMILES: [CH3:1][C:2]([CH3:28])([CH3:27])[C@H:3]([NH:8][C:9]([C:11]1[N:12]=[C:13]([C:21]2[CH:26]=[CH:25][CH:24]=[CH:23][CH:22]=2)[N:14]2[CH2:20][CH2:19][CH2:18][NH:17][CH2:16][C:15]=12)=[O:10])[C:4]([NH:6][CH3:7])=[O:5].[CH2:29]([S:31](Cl)(=[O:33])=[O:32])[CH3:30]>C(Cl)Cl>[CH3:1][C:2]([CH3:28])([CH3:27])[C@H:3]([NH:8][C:9]([C:11]1[N:12]=[C:13]([C:21]2[CH:22]=[CH:23][CH:24]=[CH:25][CH:26]=2)[N:14]2[CH2:20][CH2:19][CH2:18][N:17]([S:31]([CH2:29][CH3:30])(=[O:33])=[O:32])[CH2:16][C:15]=12)=[O:10])[C:4]([NH:6][CH3:7])=[O:5]. Procedure: To a solution of Compound 314 (20 mg) and TEA (15 μL) in DCM was added ethanesulfonyl chloride (10 μL). After stirring at room temperature for 1 hour, the reaction was quenched with saturated aqueous NaHCO3. The organic phase was separated and dried over anhydrous Na2SO4. Evaporation under reduced pressure gave Compound 461. LC/MS (+ESI) m/z 476.2 [M+H]+.